This data is from the Open Reaction Database (ORD), a public repository of structured organic reaction records. The task is: describe an organic reaction: reactants, conditions, products, and yield Starting materials: C(#N)C=1C=C(C=CC1)\C(=C/C(=O)OC)\C(C)C (methyl (2Z)-3-(3-cyanophenyl)-4-methylpent-2-enoate), C(C)(C)(C)NS(=O)(=O)C1=C(C=CC=C1)C1=CC=C(C=C1)N (2′-tert-butylaminosulfonyl-4-amino-[1,1′]-biphenyl), C[Al](C)C (trimethylaluminum), CCCCCC (hexane). Solvent: ClCCl (dichloromethane), ClCCl (dichloromethane). Conditions: time 8 hour. Yields the product C(C)(C)(C)NS(=O)(=O)C1=C(C=CC=C1)C1=CC=C(C=C1)NC(\C=C(\C(C)C)/C1=CC(=CC=C1)C#N)=O ((2Z)-N-[4-(2-{[(tert-butyl)amino]sulfonyl}phenyl)phenyl]-3-(3-cyanophenyl)-4-methylpent-2-enamide). The yield is 82.3%. RXN SMILES: [C:1]([NH:5][S:6]([C:9]1[CH:14]=[CH:13][CH:12]=[CH:11][C:10]=1[C:15]1[CH:20]=[CH:19][C:18]([NH2:21])=[CH:17][CH:16]=1)(=[O:8])=[O:7])([CH3:4])([CH3:3])[CH3:2].C[Al](C)C.CCCCCC.[C:32]([C:34]1[CH:35]=[C:36](/[C:40](/[CH:46]([CH3:48])[CH3:47])=[CH:41]\[C:42](OC)=[O:43])[CH:37]=[CH:38][CH:39]=1)#[N:33]>ClCCl>[C:1]([NH:5][S:6]([C:9]1[CH:14]=[CH:13][CH:12]=[CH:11][C:10]=1[C:15]1[CH:20]=[CH:19][C:18]([NH:21][C:42](=[O:43])/[CH:41]=[C:40](\[C:36]2[CH:37]=[CH:38][CH:39]=[C:34]([C:32]#[N:33])[CH:35]=2)/[CH:46]([CH3:48])[CH3:47])=[CH:17][CH:16]=1)(=[O:8])=[O:7])([CH3:4])([CH3:2])[CH3:3]. Reported procedure: To a solution of 2′-tert-butylaminosulfonyl-4-amino-[1,1′]-biphenyl (139 mg, 0.46 mmol) in 4 ml anhydrous dichloromethane was added a solution of 2M trimethylaluminum in hexane (0.69 ml, 1.38 mmol). Reaction was stirred at room temperature for 20 minutes to which a solution of crude methyl (2Z)-3-(3-cyanophenyl)-4-methylpent-2-enoate (105 mg, 0.46 mmol) in 2 ml anhydrous dichloromethane was added. Reaction was stirred at room temperature overnight. Reaction was quenched with 5 ml 1N HCl after wh... Starting materials: BrC1=CC=C(C(=N1)N(C(C)=O)CC1=C(C=C(C=C1)C1=CC=CC=C1)Cl)[N+](=O)[O-] (6-bromo-2-[N-(2-chloro-4-phenylbenzyl)acetamido]-3-nitropyridine), [OH-].[Na+] (sodium hydroxide), O (Water), Cl (hydrochloric acid). Solvent: O1CCOCC1 (dioxane). Reaction conditions: temperature 50 celsius, time 3 hour. Yields the product BrC1=CC=C(C(=N1)NCC1=C(C=C(C=C1)C1=CC=CC=C1)Cl)[N+](=O)[O-] (6-bromo-2-[N-(2-chloro-4-phenylbenzyl)amino]-3-nitropyridine). Yield: 98.6%. As a reaction SMILES: [Br:1][C:2]1[N:7]=[C:6]([N:8]([CH2:12][C:13]2[CH:18]=[CH:17][C:16]([C:19]3[CH:24]=[CH:23][CH:22]=[CH:21][CH:20]=3)=[CH:15][C:14]=2[Cl:25])C(=O)C)[C:5]([N+:26]([O-:28])=[O:27])=[CH:4][CH:3]=1.[OH-].[Na+].Cl.O>O1CCOCC1>[Br:1][C:2]1[N:7]=[C:6]([NH:8][CH2:12][C:13]2[CH:18]=[CH:17][C:16]([C:19]3[CH:24]=[CH:23][CH:22]=[CH:21][CH:20]=3)=[CH:15][C:14]=2[Cl:25])[C:5]([N+:26]([O-:28])=[O:27])=[CH:4][CH:3]=1 |f:1.2|. Reported procedure: To a solution of 6-bromo-2-[N-(2-chloro-4-phenylbenzyl)acetamido]-3-nitropyridine (15.4 g) in dioxane (150 ml) was added 1N aqueous sodium hydroxide solution (43.5 ml) at room temperature and the mixture was heated to 50° C. The mixture was stirred for 3 hr, ice-cooled, and neutralized with 1N hydrochloric acid. Water (300 ml) was added and the precipitated crystals were collected by filtration and dried under reduced pressure to give 6-bromo-2-[N-(2-chloro-4-phenylbenzyl)amino]-3-nitropyridine ... Starting materials: [I-].[Na+] (sodium iodide), C1(=CC=CC=C1)P(C1=CC=CC=C1)C1=CC=CC=C1 (triphenylphosphine), COC1=CC=C(COC=2C(C=C(OC2)CCl)=O)C=C1 (5-p-Methoxybenzyloxy-2-chloromethyl-4-pyrone). The solvent is CC(=O)C (acetone). Reaction conditions: time 3 hour. Product: COC1=CC=C(COC=2C(C=C(OC2)C)=O)C=C1 (5-p-Methoxybenzyloxy-2-methyl-4-pyrone). RXN SMILES: [CH3:1][O:2][C:3]1[CH:19]=[CH:18][C:6]([CH2:7][O:8][C:9]2[C:10](=[O:17])[CH:11]=[C:12]([CH2:15]Cl)[O:13][CH:14]=2)=[CH:5][CH:4]=1.[I-].[Na+].C1(P(C2C=CC=CC=2)C2C=CC=CC=2)C=CC=CC=1>CC(C)=O>[CH3:1][O:2][C:3]1[CH:4]=[CH:5][C:6]([CH2:7][O:8][C:9]2[C:10](=[O:17])[CH:11]=[C:12]([CH3:15])[O:13][CH:14]=2)=[CH:18][CH:19]=1 |f:1.2|. Procedure details: 5-p-Methoxybenzyloxy-2-chloromethyl-4-pyrone, 10 g, was dissolved in 100 ml of acetone and, 5.5 g of sodium iodide and 11.6 g of triphenylphosphine were added to the solution followed by stirring at room temperature for 3 hours. After completion of the reaction, the reaction liquid was concentrated to dryness and the residue was added to 50 ml of water and 100 ml of dichloromethane. Under ice cooling, the pH was adjusted to 7.0 with saturated sodium hydrogencarbonate aqueous solution and the mix... Reactants: OC1=CC=C(C(=O)OC)C=C1 (methyl 4-hydroxybenzoate), C([O-])([O-])=O.[K+].[K+] (potassium carbonate), C(Cl)C1CO1 (epichlorohydrin). Solvent: CC(=O)C (acetone). Product: O1C(COC2=CC=C(C(=O)OC)C=C2)C1 (Methyl 4-(2,3-Epoxypropoxy)benzoate). Yield: 67.2%. RXN SMILES: [OH:1][C:2]1[CH:11]=[CH:10][C:5]([C:6]([O:8][CH3:9])=[O:7])=[CH:4][CH:3]=1.C(=O)([O-])[O-].[K+].[K+].[CH2:18]([CH:20]1[O:22][CH2:21]1)Cl>CC(C)=O>[O:22]1[CH2:21][CH:20]1[CH2:18][O:1][C:2]1[CH:3]=[CH:4][C:5]([C:6]([O:8][CH3:9])=[O:7])=[CH:10][CH:11]=1 |f:1.2.3|. Procedure details: A mixture of 15.2 gm (0.1 mole) of methyl 4-hydroxybenzoate, 27.6 gm (0.2 mole) potassium carbonate and 31 mL (0.4 mole) epichlorohydrin in 250 mL acetone was heated to reflux for 24 hours. The reaction medium was then filtered and evaporated. The residue was taken up in 100 mL toluene and washed with 100 mL 1.0N NaOH and 2×100 mL water. The toluene phase was then dried over magnesium sulfate and evaporated to provide the crude product as an oil. Purification was effected by vacuum distillation ... The reactants are C(C)(C)(C)OC(=O)NC1=C(C=CC=C1)B(O)O (2-(tert-butoxycarbonylamino)phenylboronic acid), BrC=1C(=NC(=CC1C)Cl)C#N (3-bromo-6-chloro-4-methylpicolinonitrile), tetrakis(triphenyl-phosphine)palladium, C([O-])([O-])=O.[Na+].[Na+] (sodium carbonate). The solvent is C1(=CC=CC=C1)C.C(C)O (toluene ethanol), CO (methanol). Product: ClC1=NC2=C(N=C3C(=C2C(=C1)C)C=CC=C3)N (3-chloro-1-methylbenzo[f][1,7]naphthyridin-5-amine). Reaction SMILES: C(OC([NH:8][C:9]1[CH:14]=[CH:13][CH:12]=[CH:11][C:10]=1B(O)O)=O)(C)(C)C.Br[C:19]1[C:20]([C:27]#[N:28])=[N:21][C:22]([Cl:26])=[CH:23][C:24]=1[CH3:25].C(=O)([O-])[O-].[Na+].[Na+]>C1(C)C=CC=CC=1.C(O)C.CO>[Cl:26][C:22]1[CH:23]=[C:24]([CH3:25])[C:19]2[C:20](=[C:27]([NH2:28])[N:8]=[C:9]3[CH:14]=[CH:13][CH:12]=[CH:11][C:10]3=2)[N:21]=1 |f:2.3.4,5.6|. Procedure details: A solution of 2-(tert-butoxycarbonylamino)phenylboronic acid (1.0 eq.) and 3-bromo-6-chloro-4-methylpicolinonitrile (from step 2) (1.0 eq.), tetrakis(triphenyl-phosphine)palladium (5 mol %), and 2N aqueous sodium carbonate solution (2.0 eq.) in toluene/ethanol (2:1, 0.03 M) was stirred at 100° C. overnight. After cooling to ambient temperature, the reaction content was diluted with methanol. The insoluble solids were filtered off, and the filtrate was concentrated en vacuo to obtain a crude resi... Starting materials: BrB(Br)Br, COc1c(C)cc2c(c1C)C(C)CN2C(C)=O, ClCCl. Yields the product CC(=O)N1CC(C)c2c1cc(C)c(O)c2C. RXN SMILES: [B:1]([Br:2])([Br:3])[Br:4].[C:5]([CH3:6])(=[O:7])[N:8]1[CH2:9][CH:10]([CH3:21])[c:11]2[c:12]([CH3:20])[c:13]([O:18][CH3:19])[c:14]([CH3:17])[cH:15][c:16]21.[CH2:22]([Cl:23])[Cl:24]>>[C:5]([CH3:6])(=[O:7])[N:8]1[CH2:9][CH:10]([CH3:21])[c:11]2[c:12]([CH3:20])[c:13]([OH:18])[c:14]([CH3:17])[cH:15][c:16]21. Reactants: CN(C)C1(CC2CCCC2)CCC2(CC1)OCCO2, O=S(=O)(O)O. The product is CN(C)C1(CC2CCCC2)CCC(=O)CC1. As a reaction SMILES: [CH:1]1([CH2:6][C:7]2([N:17]([CH3:18])[CH3:19])[CH2:8][CH2:9][C:10]3([O:11][CH2:14][CH2:13][O:12]3)[CH2:15][CH2:16]2)[CH2:2][CH2:3][CH2:4][CH2:5]1.[S:20](=[O:21])(=[O:22])([OH:23])[OH:24]>>[CH:1]1([CH2:6][C:7]2([N:17]([CH3:18])[CH3:19])[CH2:8][CH2:9][C:10](=[O:11])[CH2:15][CH2:16]2)[CH2:2][CH2:3][CH2:4][CH2:5]1. The reactants are C(C)OC(=O)C1=C(N=C(N1)CCC)C(C)(C)O (4-(1-Hydroxy-1-methylethyl)-2-propyl-1H-imidazole-5-carboxylic acid ethyl ester), C1(=CC=CC=C1)C(N1N=NN=C1C1=C(C=CC=C1)C1=CC=C(C=C1)CBr)(C1=CC=CC=C1)C1=CC=CC=C1 (N-(triphenylmethyl)-5-(4′-bromomethyl biphenyl-2-yl) tetrazole), C([O-])([O-])=O.[K+].[K+] (potassium carbonate), C(C)#N (acetonitrile). The reagents and catalysts are [Br-].C(CCC)[N+](CCCC)(CCCC)CCCC (tetra butyl ammonium bromide). Solvent: CC(=O)C (acetone). Run at temperature 35 celsius, time 3 hour. Product: O.O.OC(C)(C)C=1N=C(N(C1C(=O)O)CC1=CC=C(C=C1)C1=C(C=CC=C1)C1=NN=NN1C(C1=CC=CC=C1)(C1=CC=CC=C1)C1=CC=CC=C1)CCC (4-(1-hydroxy-1-methylethyl)-2-propyl-1-{4-[2-(trityltetrazol-5-yl)phenyl]phenyl}methylimidazole-5-carboxylic acid dihydrate). Yield: 165.8%. As a reaction SMILES: C([O:3][C:4]([C:6]1[NH:10][C:9]([CH2:11][CH2:12][CH3:13])=[N:8][C:7]=1[C:14]([OH:17])([CH3:16])[CH3:15])=[O:5])C.[C:18]1([C:24]([C:50]2[CH:55]=[CH:54][CH:53]=[CH:52][CH:51]=2)([C:44]2[CH:49]=[CH:48][CH:47]=[CH:46][CH:45]=2)[N:25]2[C:29]([C:30]3[CH:35]=[CH:34][CH:33]=[CH:32][C:31]=3[C:36]3[CH:41]=[CH:40][C:39]([CH2:42]Br)=[CH:38][CH:37]=3)=[N:28][N:27]=[N:26]2)[CH:23]=[CH:22][CH:21]=[CH:20][CH:19]=1.C(=O)([O-])[O-:57].[K+].[K+].C(#N)C>[Br-].C([N+](CCCC)(CCCC)CCCC)CCC.CC(C)=O>[OH2:3].[OH2:57].[OH:17][C:14]([C:7]1[N:8]=[C:9]([CH2:11][CH2:12][CH3:13])[N:10]([CH2:42][C:39]2[CH:38]=[CH:37][C:36]([C:31]3[CH:32]=[CH:33][CH:34]=[CH:35][C:30]=3[C:29]3[N:25]([C:24]([C:50]4[CH:55]=[CH:54][CH:53]=[CH:52][CH:51]=4)([C:44]4[CH:45]=[CH:46][CH:47]=[CH:48][CH:49]=4)[C:18]4[CH:23]=[CH:22][CH:21]=[CH:20][CH:19]=4)[N:26]=[N:27][N:28]=3)=[CH:41][CH:40]=2)[C:6]=1[C:4]([OH:3])=[O:5])([CH3:15])[CH3:16] |f:2.3.4,6.7,9.10.11|. Procedure details: 4-(1-Hydroxy-1-methylethyl)-2-propyl-1H-imidazole-5-carboxylic acid ethyl ester (100 g), N-(triphenylmethyl)-5-(4′-bromomethyl biphenyl-2-yl) tetrazole (250 g), potassium carbonate (170 g) & tetra butyl ammonium bromide (15 g) in acetone (2.5 L) were refluxed for 10-16 hours. Progress of reaction was monitor by HPLC. Reaction mass was cooled & filtered to remove the salts. Inorganic salts were washed with acetone (300 ml). Acetone from combine the filtrate & washings was distilled. The residue o...